This data is from the Open Reaction Database (ORD), a public repository of structured organic reaction records. The task is: describe an organic reaction: reactants, conditions, products, and yield Starting materials: CCOC(=O)CBr, O=C([O-])[O-], CN(C)C=O, N#CC1(c2ccc(OC(F)F)c(OC3CCCC3)c2)CCNCC1, Cl, [K+], [K+], O. Yields the product CCOC(=O)CN1CCC(C#N)(c2ccc(OC(F)F)c(OC3CCCC3)c2)CC1. Reaction SMILES: [Br:32][CH2:33][C:34](=[O:35])[O:36][CH2:37][CH3:38].[C:26](=[O:27])([O-:28])[O-:29].[CH3:40][N:41]([CH3:42])[CH:43]=[O:44].[CH:2]1([O:7][c:8]2[cH:9][c:10]([C:18]3([C:24]#[N:25])[CH2:19][CH2:20][NH:21][CH2:22][CH2:23]3)[cH:11][cH:12][c:13]2[O:14][CH:15]([F:16])[F:17])[CH2:3][CH2:4][CH2:5][CH2:6]1.[ClH:1].[K+:30].[K+:31].[OH2:39]>>[CH:2]1([O:7][c:8]2[cH:9][c:10]([C:18]3([C:24]#[N:25])[CH2:19][CH2:20][N:21]([CH2:33][C:34](=[O:35])[O:36][CH2:37][CH3:38])[CH2:22][CH2:23]3)[cH:11][cH:12][c:13]2[O:14][CH:15]([F:16])[F:17])[CH2:3][CH2:4][CH2:5][CH2:6]1. The reactants are CN(C)C=O, NC(=O)CCl, ON=C(c1ccc(Cl)cc1)c1ccc(Cl)cc1, [H-], [Na+], O. Product: NC(=O)CON=C(c1ccc(Cl)cc1)c1ccc(Cl)cc1. Reaction SMILES: [CH3:26][N:27]([CH3:28])[CH:29]=[O:30].[Cl:20][CH2:21][C:22](=[O:23])[NH2:24].[Cl:3][c:4]1[cH:5][cH:6][c:7]([C:8]([c:9]2[cH:10][cH:11][c:12]([Cl:15])[cH:13][cH:14]2)=[N:16][OH:17])[cH:18][cH:19]1.[H-:1].[Na+:2].[OH2:25]>>[Cl:3][c:4]1[cH:5][cH:6][c:7]([C:8]([c:9]2[cH:10][cH:11][c:12]([Cl:15])[cH:13][cH:14]2)=[N:16][O:17][CH2:21][C:22](=[O:23])[NH2:24])[cH:18][cH:19]1. Reaction SMILES: [Br:1][c:2]1[cH:3][n:4][c:5]([Cl:11])[c:6]([C:7](=[O:8])[OH:9])[cH:10]1.[C:31](=[O:32])([OH:33])[O-:34].[CH3:12][c:13]1[c:14]([NH2:15])[cH:16][cH:17][cH:18][c:19]1[C:20]([F:21])([F:22])[F:23].[ClH:36].[Na+:35].[Na+:38].[OH-:37].[OH:24][c:25]1[cH:26][cH:27][cH:28][cH:29][cH:30]1>>[Br:1][c:2]1[cH:3][n:4][c:5]([NH:15][c:14]2[c:13]([CH3:12])[c:19]([C:20]([F:21])([F:22])[F:23])[cH:18][cH:17][cH:16]2)[c:6]([C:7](=[O:8])[OH:9])[cH:10]1. The reactants are O=C(O)c1cc(Br)cnc1Cl, O=C([O-])O, Cc1c(N)cccc1C(F)(F)F, Cl, [Na+], [Na+], [OH-], Oc1ccccc1. The product is Cc1c(Nc2ncc(Br)cc2C(=O)O)cccc1C(F)(F)F. Starting materials: [Br-], Br, CC(C)OC(=O)OC(C)Cl, CCCC[N+](CCCC)(CCCC)CCCC. Yields the product CC(C)OC(=O)OC(C)Br. Reaction SMILES: [Br-:12].[BrH:11].[C:1]([O:2][CH:3]([CH3:4])[Cl:5])([O:6][CH:7]([CH3:8])[CH3:9])=[O:10].[CH2:13]([N+:14]([CH2:15][CH2:16][CH2:17][CH3:18])([CH2:19][CH2:20][CH2:21][CH3:22])[CH2:23][CH2:24][CH2:25][CH3:26])[CH2:27][CH2:28][CH3:29]>>[C:1]([O:2][CH:3]([CH3:4])[Br:11])([O:6][CH:7]([CH3:8])[CH3:9])=[O:10].